From a dataset of the Open Reaction Database (ORD), a public repository of structured organic reaction records. describe an organic reaction: reactants, conditions, products, and yield The reactants are C(C)OCC (Diethyl ether), CC1=NC=C(C=C1)OC1=CC=C(C=O)C=C1 (4-(2-methyl-5-pyridyloxy)benzaldehyde), O1CCCC1 (tetrahydrofuran), [H-].[Na+] (sodium hydride), CCOC(=O)C(C)P(=O)(OCC)OCC (triethyl 2-phosphonopropionate), O1CCCC1 (tetrahydrofuran). Solvent: O (water). Reaction conditions: time 3 hour. Product: C(C)C(C(=O)OCC)=CC1=CC=C(C=C1)OC=1C=CC(=NC1)CC (ethyl 2-ethyl-3-[4-(2-ethyl-5-pyridyloxy)phenyl]propenoate). Isolated yield 61.0%. As a reaction SMILES: [H-].[Na+].[CH3:3][CH2:4][O:5][C:6]([CH:8](P(OCC)(OCC)=O)[CH3:9])=[O:7].[CH3:18][C:19]1[CH:24]=[CH:23][C:22]([O:25][C:26]2[CH:33]=[CH:32][C:29](C=O)=[CH:28][CH:27]=2)=[CH:21][N:20]=1.[CH2:34](OCC)[CH3:35].O1CCC[CH2:40]1>O>[CH2:34]([C:8](=[CH:9][C:29]1[CH:28]=[CH:27][C:26]([O:25][C:22]2[CH:23]=[CH:24][C:19]([CH2:18][CH3:40])=[N:20][CH:21]=2)=[CH:33][CH:32]=1)[C:6]([O:5][CH2:4][CH3:3])=[O:7])[CH3:35] |f:0.1|. Reported procedure: 3 g of sodium hydride (50%) was added to 50 ml of tetrahydrofuran and 10 g of triethyl 2-phosphonopropionate was added dropwise to the mixture. A solution of 7.0 g of 4-(2-methyl-5-pyridyloxy)benzaldehyde in 20 ml of tetrahydrofuran was added dropwise to the mixture, followed by stirring for 3 hours. Diethyl ether and water were added to the reaction mixture and the organic layer was separated, washed with water and extracted with 10% hydrochloric acid. The aqueous layer was washed with diethyl ... Starting materials: CN(C=O)C (N,N-dimethylformamide), [N+](=O)([O-])C1=C(CBr)C=CC=C1 (2-nitrobenzyl bromide), C([O-])(O)=O.[Na+] (sodium bicarbonate), C(C)OC(=O)C1=CC2=C(N=C(N2)C)C=C1 (5-ethoxycarbonyl-2-methylbenzimidazole). Run in O (water), C(C)(=O)OCC (ethyl acetate). Conditions: temperature 60 celsius. Yields the product C(C)OC(=O)C1=CC2=C(N(C(=N2)C)CC2=C(C=CC=C2)[N+](=O)[O-])C=C1 (5-ethoxycarbonyl-2-methyl-1-(2-nitrobenzyl)benzimidazole). Reaction SMILES: CN(C)C=O.[N+:6]([C:9]1[CH:16]=[CH:15][CH:14]=[CH:13][C:10]=1[CH2:11]Br)([O-:8])=[O:7].C(=O)(O)[O-].[Na+].[CH2:22]([O:24][C:25]([C:27]1[CH:36]=[CH:35][C:30]2[N:31]=[C:32]([CH3:34])[NH:33][C:29]=2[CH:28]=1)=[O:26])[CH3:23]>O.C(OCC)(=O)C>[CH2:22]([O:24][C:25]([C:27]1[CH:36]=[CH:35][C:30]2[N:31]([CH2:11][C:10]3[CH:13]=[CH:14][CH:15]=[CH:16][C:9]=3[N+:6]([O-:8])=[O:7])[C:32]([CH3:34])=[N:33][C:29]=2[CH:28]=1)=[O:26])[CH3:23] |f:2.3|. Procedure: N,N-dimethylformamide (15 ml), 2-nitrobenzyl bromide (1.59 g) and sodium bicarbonate (1.23 g) are added to 5-ethoxycarbonyl-2-methylbenzimidazole (1.00 g) and the solution is heated for one hour at 60° C. After adding ethyl acetate (70 ml) and water (70 ml) and separating the solution, the organic layer is washed with water three times and extraction is performed on the aqueous layer using ethyl acetate three times. By concentrating the obtained organic layer under reduced pressure, a mixture of... The reactants are N(N)C1=CC(N(C(N1CC(C)C)=O)C)=O (6-hydrazino-1-isobutyl-3-methylpyrimidine-2,4(1H,3H)-dione), ClC=1C=C2C(=CC=NC2=CC1)C=O (6-chloroquinoline-4-carbaldehyde), C(=O)C1=CC(=CN1C)C(=O)O (5-formyl-1-methyl-1H-pyrrole-3-carboxylic acid). The product is ClC=1C=C2C(=CC=NC2=CC1)CN1N=C2N(C(N(C(C2=C1C1=CC(=CN1C)C(=O)O)=O)C)=O)CC(C)C (5-{2-[(6-chloroquinolin-4-yl)methyl]-7-isobutyl-5-methyl-4,6-dioxo-4,5,6,7-tetrahydro-2H-pyrazolo[3,4-d]pyrimidin-3-yl}-1-methyl-1H-pyrrole-3-carboxylic acid). RXN SMILES: [NH:1]([C:3]1[N:8]([CH2:9][CH:10]([CH3:12])[CH3:11])[C:7](=[O:13])[N:6]([CH3:14])[C:5](=[O:15])[CH:4]=1)[NH2:2].[Cl:16][C:17]1[CH:18]=[C:19]2[C:24](=[CH:25][CH:26]=1)[N:23]=[CH:22][CH:21]=[C:20]2[CH:27]=O.[CH:29]([C:31]1[N:35]([CH3:36])[CH:34]=[C:33]([C:37]([OH:39])=[O:38])[CH:32]=1)=O>>[Cl:16][C:17]1[CH:18]=[C:19]2[C:24](=[CH:25][CH:26]=1)[N:23]=[CH:22][CH:21]=[C:20]2[CH2:27][N:2]1[C:29]([C:31]2[N:35]([CH3:36])[CH:34]=[C:33]([C:37]([OH:39])=[O:38])[CH:32]=2)=[C:4]2[C:3]([N:8]([CH2:9][CH:10]([CH3:11])[CH3:12])[C:7](=[O:13])[N:6]([CH3:14])[C:5]2=[O:15])=[N:1]1. Procedure details: This compound was made following the procedure described above, starting with 6-hydrazino-1-isobutyl-3-methylpyrimidine-2,4(1H,3H)-dione, and condensing first with 6-chloroquinoline-4-carbaldehyde, followed by 5-formyl-1-methyl-1H-pyrrole-3-carboxylic acid. Mass: 521.09 (M+H). Reactants: C(=O)=O (dry ice), COC1=C(CNC2=NC=NS2)C=CC(=C1)OC (N-(2,4-dimethoxybenzyl)-1,2,4-thiadiazol-5-amine), BrC1=CN(C2=CC(=CC=C12)S(=O)(=O)Cl)C (3-bromo-1-methyl-1H-indole-6-sulfonyl chloride), C[Si](C)(C)[N-][Si](C)(C)C.[Li+] (lithium bis(trimethylsilyl)amide). Solvent: CC(=O)C (acetone), C1CCOC1 (THF), C1CCOC1 (THF). Conditions: time 5 minute. The product is BrC1=CN(C2=CC(=CC=C12)S(=O)(=O)N(C1=NC=NS1)CC1=C(C=C(C=C1)OC)OC)C (3-Bromo-N-(2,4-Dimethoxybenzyl)-1-Methyl-N-(1,2,4-Thiadiazol-5-yl)-1H-Indole-6-Sulfonamide). RXN SMILES: [CH3:1][O:2][C:3]1[CH:15]=[C:14]([O:16][CH3:17])[CH:13]=[CH:12][C:4]=1[CH2:5][NH:6][C:7]1[S:11][N:10]=[CH:9][N:8]=1.C(=O)=O.C[Si]([N-][Si](C)(C)C)(C)C.[Li+].[Br:31][C:32]1[C:40]2[C:35](=[CH:36][C:37]([S:41](Cl)(=[O:43])=[O:42])=[CH:38][CH:39]=2)[N:34]([CH3:45])[CH:33]=1>C1COCC1.CC(C)=O>[Br:31][C:32]1[C:40]2[C:35](=[CH:36][C:37]([S:41]([N:6]([CH2:5][C:4]3[CH:12]=[CH:13][C:14]([O:16][CH3:17])=[CH:15][C:3]=3[O:2][CH3:1])[C:7]3[S:11][N:10]=[CH:9][N:8]=3)(=[O:42])=[O:43])=[CH:38][CH:39]=2)[N:34]([CH3:45])[CH:33]=1 |f:2.3|. Procedure details: A 1 L round bottom flask was charged with N-(2,4-dimethoxybenzyl)-1,2,4-thiadiazol-5-amine (10.36 g, 41.2 mmol) and THF (190 ml) to give a clear, pale-yellow solution. The flask was cooled to −78° C. in a dry ice and acetone bath, then lithium bis(trimethylsilyl)amide (1M in THF) (43.1 ml, 43.1 mmol) was added dropwise. The cooling bath was removed for 10 min, which led to the formation of a clear, orange-colored solution. The flask was placed back in the cooling bath for 5 min, then a solution ... Reactants: ClCCCI (1-chloro-3-iodopropane), O (Water), C1(=CC=CC=C1)CC(=O)OC (methyl phenylacetate), [H-].[Na+] (sodium hydride). Run in CN(C)C=O (DMF), C(C)(=O)OCC (ethyl acetate), CN(C)C=O (DMF), CN(C)C=O (DMF). Run at time 10 minute. Yields the product ClCCCC(C(=O)OC)C1=CC=CC=C1 (methyl 5-chloro-2-phenylpentanoate). Reaction SMILES: [C:1]1([CH2:7][C:8]([O:10][CH3:11])=[O:9])[CH:6]=[CH:5][CH:4]=[CH:3][CH:2]=1.[H-].[Na+].[Cl:14][CH2:15][CH2:16][CH2:17]I.O>CN(C=O)C.C(OCC)(=O)C>[Cl:14][CH2:15][CH2:16][CH2:17][CH:7]([C:1]1[CH:6]=[CH:5][CH:4]=[CH:3][CH:2]=1)[C:8]([O:10][CH3:11])=[O:9] |f:1.2|. Procedure: A solution of methyl phenylacetate (2.0 g) in DMF (5 mL) was added to a solution of sodium hydride (containing mineral oil at 40%, 590 mg) in DMF (20 mL) under ice-cooling. The reaction solution was stirred for 10 minutes, further stirred at room temperature for 30 minutes and then ice-cooled again. A solution of 1-chloro-3-iodopropane (2.99 g) in DMF (5 mL) was added to the reaction mixture, and the reaction solution was stirred at room temperature overnight. Water and ethyl acetate were added ...